From a dataset of the Open Reaction Database (ORD), a public repository of structured organic reaction records. describe an organic reaction: reactants, conditions, products, and yield Reactants: BrB(Br)Br, O=C([O-])O, COC(=O)c1cc2c(OC)cccc2[nH]1, ClCCl, [Na+]. Yields the product COC(=O)c1cc2c(O)cccc2[nH]1. Reaction SMILES: [B:16]([Br:17])([Br:18])[Br:19].[C:20](=[O:21])([OH:22])[O-:23].[CH3:1][O:2][C:3](=[O:4])[c:5]1[nH:6][c:7]2[cH:8][cH:9][cH:10][c:11]([O:14][CH3:15])[c:12]2[cH:13]1.[Cl:25][CH2:26][Cl:27].[Na+:24]>>[CH3:1][O:2][C:3](=[O:4])[c:5]1[nH:6][c:7]2[cH:8][cH:9][cH:10][c:11]([OH:14])[c:12]2[cH:13]1. Reactants: C1(CC1)C1=CC(=NN1)NC1=NC(=NC=C1C#C)C=1C=C(C=CC1)S(=O)(=O)N (3-(4-(5-cyclopropyl-1H-pyrazol-3-ylamino)-5-ethynylpyrimidin-2-yl)benzene sulfonamide), C1(CC1)C1=CC(=NN1)NC1=NC(=NC=C1C#C)C=1C=C(C=CC1)S(=O)(=O)N (3-(4-(5-cyclopropyl-1H-pyrazol-3-ylamino)-5-ethynylpyrimidin-2-yl)benzene sulfonamide), C1(CC1)C1=CC(=NN1)NC1=NC(=NC=C1C#C)C=1C=C(C=CC1)S(=O)(=O)N (3-(4-(5-cyclopropyl-1H-pyrazol-3-ylamino)-5-ethynylpyrimidin-2-yl)benzene sulfonamide), BrC1=NC=C(C(=N1)NC1=NNC(=C1)C1CC1)C#C[Si](C)(C)C (2-bromo-N-(5-cyclopropyl-1H-pyrazol-3-yl)-5-((trimethylsilyl)ethynyl) pyrimidin-4-amine), CC1=C(C(=O)N)C=C(C=C1)B1OC(C(O1)(C)C)(C)C (2-methyl-5-(4,4,5,5-tetramethyl-1,3,2-dioxaborolan-2-yl)benzamide). Yields the product C1(CC1)C1=CC(=NN1)NC1=NC(=NC=C1C#C)C=1C=CC(=C(C(=O)N)C1)C (5-(4-(5-Cyclopropyl-1H-pyrazol-3-ylamino)-5-ethynylpyrimidin-2-yl)-2-methyl benzamide). Reaction SMILES: C1(C2NN=C(NC3C(C#C)=CN=C(C4C=C(S(N)(=O)=O)C=CC=4)N=3)C=2)CC1.Br[C:29]1[N:34]=[C:33]([NH:35][C:36]2[CH:40]=[C:39]([CH:41]3[CH2:43][CH2:42]3)[NH:38][N:37]=2)[C:32]([C:44]#[C:45][Si](C)(C)C)=[CH:31][N:30]=1.[CH3:50][C:51]1[CH:59]=[CH:58][C:57](B2OC(C)(C)C(C)(C)O2)=[CH:56][C:52]=1[C:53]([NH2:55])=[O:54]>>[CH:41]1([C:39]2[NH:38][N:37]=[C:36]([NH:35][C:33]3[C:32]([C:44]#[CH:45])=[CH:31][N:30]=[C:29]([C:57]4[CH:58]=[CH:59][C:51]([CH3:50])=[C:52]([CH:56]=4)[C:53]([NH2:55])=[O:54])[N:34]=3)[CH:40]=2)[CH2:43][CH2:42]1. Reported procedure: Using the same coupling procedure as described in Compound 110, 5-(4-(5-cyclopropyl-1H-pyrazol-3-ylamino)-5-ethynylpyrimidin-2-yl)-2-methyl benzamide (Compound 110) (7.4 mg, 2.6%) was prepared from 2-bromo-N-(5-cyclopropyl-1H-pyrazol-3-yl)-5-((trimethylsilyl)ethynyl) pyrimidin-4-amine and 2-methyl-5-(4,4,5,5-tetramethyl-1,3,2-dioxaborolan-2-yl)benzamide. LC-MS (m/z)=359.1 [M+H]+. 1H NMR (400 MHz, DMSO-d6): δ 0.74-0.78 (m, 2H), 0.95-1.00 (m, 2H), 1.91-1.95 (m, 1H), 2.43 (s, 3H), 4.88 (s, 1H), 6.4...